Task: describe an organic reaction: reactants, conditions, products, and yield. Dataset: the Open Reaction Database (ORD), a public repository of structured organic reaction records Starting materials: CC(=O)[O-], CO, N#CBr, CC(CCC(N)CO)c1ccccc1, [Na+]. Product: CC(CCC1COC(N)=N1)c1ccccc1. Reaction SMILES: [CH3:16][C:17](=[O:18])[O-:19].[CH3:23][OH:24].[N:20]#[C:21][Br:22].[NH2:1][CH:2]([CH2:3][OH:4])[CH2:5][CH2:6][CH:7]([CH3:8])[c:9]1[cH:10][cH:11][cH:12][cH:13][cH:14]1.[Na+:15]>>[N:1]1=[C:21]([NH2:20])[O:4][CH2:3][CH:2]1[CH2:5][CH2:6][CH:7]([CH3:8])[c:9]1[cH:10][cH:11][cH:12][cH:13][cH:14]1. Reactants: COC1=C(CC2NCCC3=C(C=CC(=C23)OC)OC)C=C(C=C1)OC (1-(2,5-Dimethoxy-benzyl)-5,8-dimethoxy-1,2,3,4-tetrahydroisoquinoline), BrCC(=O)Br (2-bromoacetyl bromide), N[C@H]1[C@H](CC2=CC=CC=C12)O ((1R,2S)-1-amino-2-indanol). Yields the product COC1=C(CC2N(CCC3=C(C=CC(=C23)OC)OC)CC(=O)N[C@H]2[C@H](CC3=CC=CC=C23)O)C=C(C=C1)OC (2-[1-(2,5-Dimethoxy-benzyl)-5,8-dimethoxy-3,4-dihydro-1H-isoquinolin-2-yl]-N-[(1R,2S)-2-hydroxy-indan-1-yl]-acetamide). Reaction SMILES: [CH3:1][O:2][C:3]1[CH:23]=[CH:22][C:21]([O:24][CH3:25])=[CH:20][C:4]=1[CH2:5][CH:6]1[C:15]2[C:10](=[C:11]([O:18][CH3:19])[CH:12]=[CH:13][C:14]=2[O:16][CH3:17])[CH2:9][CH2:8][NH:7]1.Br[CH2:27][C:28](Br)=[O:29].[NH2:31][C@@H:32]1[C:40]2[C:35](=[CH:36][CH:37]=[CH:38][CH:39]=2)[CH2:34][C@@H:33]1[OH:41]>>[CH3:1][O:2][C:3]1[CH:23]=[CH:22][C:21]([O:24][CH3:25])=[CH:20][C:4]=1[CH2:5][CH:6]1[C:15]2[C:10](=[C:11]([O:18][CH3:19])[CH:12]=[CH:13][C:14]=2[O:16][CH3:17])[CH2:9][CH2:8][N:7]1[CH2:27][C:28]([NH:31][C@@H:32]1[C:40]2[C:35](=[CH:36][CH:37]=[CH:38][CH:39]=2)[CH2:34][C@@H:33]1[OH:41])=[O:29]. Reported procedure: prepared by reaction of 1-(2,5-Dimethoxy-benzyl)-5,8-dimethoxy-1,2,3,4-tetrahydroisoquinoline and 2-bromoacetyl bromide with (1R,2S)-1-amino-2-indanol Starting materials: C(CC#C)N1C(CCC1)C (1-but-3-ynyl-2-methyl-pyrrolidine), BrC1=CC(=C(C=C1)N)I (4-bromo-2-iodo-phenylamine). Yields the product BrC1=CC(=C(C=C1)N)C#CCCN1C(CCC1)C (4-bromo-2-[4-(2-methyl-pyrrolidin-1-yl)-but-1-ynyl]-phenylamine). RXN SMILES: [CH2:1]([N:5]1[CH2:9][CH2:8][CH2:7][CH:6]1[CH3:10])[CH2:2][C:3]#[CH:4].[Br:11][C:12]1[CH:17]=[CH:16][C:15]([NH2:18])=[C:14](I)[CH:13]=1>>[Br:11][C:12]1[CH:17]=[CH:16][C:15]([NH2:18])=[C:14]([C:4]#[C:3][CH2:2][CH2:1][N:5]2[CH2:9][CH2:8][CH2:7][CH:6]2[CH3:10])[CH:13]=1. Procedure: The compound of formula (43) can be prepared from 3-butynyl p-toluenesulfonate (42) and 2(R)-methylpyrrrolidine L-tartrate (40) as shown in Scheme 5. 2(R)-Methylpyrrolidine L-tartrate (40) is treated with potassium carbonate in acetonitrile to provide 2(R)-methylpyrrolidine (41), which is combined with 3-butynyl p-toluenesulfonate (42) to give 1-but-3-ynyl-2-methyl-pyrrolidine (43). Compound (43) is reacted with 4-bromo-2-iodo-phenylamine (44) to provide 4-bromo-2-[4-(2-methyl-pyrrolidin-1-yl)-b...